This data is from the Open Reaction Database (ORD), a public repository of structured organic reaction records. The task is: describe an organic reaction: reactants, conditions, products, and yield Reactants: [Al+3], C1CCOC1, [H-], [H-], [H-], [H-], [Li+], O, COc1ccccc1NC(=O)CN(Cc1ccccc1)Cc1ccccc1. The product is COc1ccccc1NCCN(Cc1ccccc1)Cc1ccccc1. Reaction SMILES: [Al+3:2].[CH2:35]1[O:36][CH2:37][CH2:38][CH2:39]1.[H-:1].[H-:4].[H-:5].[H-:6].[Li+:3].[OH2:34].[c:7]1([CH2:13][N:14]([CH2:15][C:16](=[O:17])[NH:18][c:19]2[c:20]([O:25][CH3:26])[cH:21][cH:22][cH:23][cH:24]2)[CH2:27][c:28]2[cH:29][cH:30][cH:31][cH:32][cH:33]2)[cH:8][cH:9][cH:10][cH:11][cH:12]1>>[c:7]1([CH2:13][N:14]([CH2:15][CH2:16][NH:18][c:19]2[c:20]([O:25][CH3:26])[cH:21][cH:22][cH:23][cH:24]2)[CH2:27][c:28]2[cH:29][cH:30][cH:31][cH:32][cH:33]2)[cH:8][cH:9][cH:10][cH:11][cH:12]1. Starting materials: FC=1C=C(C=CC1I)N1C(O[C@H](C1)CO)=O ((5R)-(−)-3-[3-fluoro-4-iodophenyl]-5-hydroxymethyl-2-oxazolidinone), CrO3, S(O)(O)(=O)=O (sulfuric acid), C(C)(C)O (isopropanol). The reagents and catalysts are S(O)(O)(=O)=O (sulfuric acid). Solvent: CC(=O)C (acetone), CO (methanol), C(C)OCC (diethyl ether). Product: FC=1C=C(C=CC1I)N1C(O[C@H](C1)C(=O)OC)=O ((−)-methyl (5R)-3-[3-fluoro-4-iodophenyl]-2-oxo-5-oxazolidinecarboxylate). RXN SMILES: [F:1][C:2]1[CH:3]=[C:4]([N:9]2[CH2:13][C@H:12]([CH2:14][OH:15])[O:11][C:10]2=[O:16])[CH:5]=[CH:6][C:7]=1[I:8].S(=O)(=O)(O)O.[CH:22]([OH:25])(C)C>CC(C)=O.C(OCC)C.CO.S(=O)(=O)(O)O>[F:1][C:2]1[CH:3]=[C:4]([N:9]2[CH2:13][C@H:12]([C:14]([O:25][CH3:22])=[O:15])[O:11][C:10]2=[O:16])[CH:5]=[CH:6][C:7]=1[I:8]. Reported procedure: A solution of (5R)-(−)-3-[3-fluoro-4-iodophenyl]-5-hydroxymethyl-2-oxazolidinone (Step 1, 7.61 g, 22.58 mmol) in acetone (150 mL) at −10° C. is treated with a mixture of CrO3 (6.21 g, 62.1 mmol) in sulfuric acid (6M, 16.9 mL, 101 mmol) dropwise over 15 minutes. The resulting mixture is allowed to slowly warm to ambient temperature with vigorous stirring (slight exotherm to 35° C.) and is stirred for an additional 16 h. The mixture is then treated with isopropanol (35 mL), diluted with saline (15... As a reaction SMILES: [CH2:1]([CH2:2][CH:3]=[CH2:4])[CH:5]1[CH2:6][CH2:7][CH2:8][CH2:9][c:10]2[n:11]1[c:12](=[O:15])[o:13][n:14]2.[I+3:16]([O-:17])([O-:18])([O-:19])[O-:20].[Na+:21].[O:22]1[CH2:23][CH2:24][O:25][CH2:26][CH2:27]1.[OH2:28].[Os:29](=[O:30])(=[O:31])(=[O:32])=[O:33]>>[CH2:1]([CH2:2][CH:3]=[O:17])[CH:5]1[CH2:6][CH2:7][CH2:8][CH2:9][c:10]2[n:11]1[c:12](=[O:15])[o:13][n:14]2. Starting materials: C=CCCC1CCCCc2noc(=O)n21, [O-][I+3]([O-])([O-])[O-], [Na+], C1COCCO1, O, O=[Os](=O)(=O)=O. The product is O=CCCC1CCCCc2noc(=O)n21. The reactants are CCN=C=NCCCN(C)C, CCN(C(C)C)C(C)C, Clc1ccccc1OC1CCNCC1, Cl, Cl, CN(C)C=O, O, On1nnc2ccccc21, O=C(O)CC(=O)Nc1ncc(-c2ccccc2)s1. The product is O=C(CC(=O)N1CCC(Oc2ccccc2Cl)CC1)Nc1ncc(-c2ccccc2)s1. RXN SMILES: [CH3:38][CH2:39][N:40]=[C:41]=[N:42][CH2:43][CH2:44][CH2:45][N:46]([CH3:47])[CH3:48].[CH:19]([N:20]([CH2:21][CH3:22])[CH:23]([CH3:24])[CH3:25])([CH3:26])[CH3:27].[Cl:51][c:52]1[c:53]([O:54][CH:55]2[CH2:56][CH2:57][NH:58][CH2:59][CH2:60]2)[cH:61][cH:62][cH:63][cH:64]1.[ClH:49].[ClH:50].[O:65]=[CH:66][N:67]([CH3:68])[CH3:69].[OH2:70].[OH:28][n:29]1[c:30]2[c:31]([cH:32][cH:33][cH:34][cH:35]2)[n:36][n:37]1.[c:1]1(-[c:7]2[cH:8][n:9][c:10]([NH:12][C:13]([CH2:14][C:15](=[O:16])[OH:17])=[O:18])[s:11]2)[cH:2][cH:3][cH:4][cH:5][cH:6]1>>[c:1]1(-[c:7]2[cH:8][n:9][c:10]([NH:12][C:13]([CH2:14][C:15](=[O:17])[N:58]3[CH2:57][CH2:56][CH:55]([O:54][c:53]4[c:52]([Cl:51])[cH:64][cH:63][cH:62][cH:61]4)[CH2:60][CH2:59]3)=[O:18])[s:11]2)[cH:2][cH:3][cH:4][cH:5][cH:6]1. The reactants are C1=CN(C=N1)C(=O)N2C=CN=C2 (CDI), N1C(=NCC1)C1=CC=C(C=C1)CNC (1-[4-(4,5-dihydro-1H-imidazol-2-yl)phenyl]-N-methylmethanamine), Cl (HCl), COC1=CC(=C(C(=C1)C)S(=O)(=O)N(C)CC1=CC(=C(O1)C)C(=O)O)C (5-({[(4-methoxy-2,6-dimethylphenyl)sulfonyl](methyl)amino}methyl)-2-methylfuran-3-carboxylic acid), solution, CCN(C(C)C)C(C)C (DIPEA). The solvent is CN(C)C=O (DMF), ClCCCl (DCE). Conditions: time 2 hour. Product: N1C(=NCC1)C1=CC=C(CN(C(=O)C2=C(OC(=C2)CN(C)S(=O)(=O)C2=C(C=C(C=C2C)OC)C)C)C)C=C1 (N-[4-(4,5-dihydro-1H-imidazol-2-yl)benzyl]-5-({[(4-methoxy-2,6-dimethylphenyl)sulfonyl](methyl)amino}methyl)-N,2-dimethylfuran-3-carboxamide). Reaction SMILES: [CH3:1][O:2][C:3]1[CH:8]=[C:7]([CH3:9])[C:6]([S:10]([N:13]([CH2:15][C:16]2[O:20][C:19]([CH3:21])=[C:18]([C:22]([OH:24])=O)[CH:17]=2)[CH3:14])(=[O:12])=[O:11])=[C:5]([CH3:25])[CH:4]=1.C1N=CN(C(N2C=NC=C2)=O)C=1.[NH:38]1[CH2:42][CH2:41][N:40]=[C:39]1[C:43]1[CH:48]=[CH:47][C:46]([CH2:49][NH:50][CH3:51])=[CH:45][CH:44]=1.Cl.CCN(C(C)C)C(C)C>ClCCCl.CN(C=O)C>[NH:40]1[CH2:41][CH2:42][N:38]=[C:39]1[C:43]1[CH:44]=[CH:45][C:46]([CH2:49][N:50]([CH3:51])[C:22]([C:18]2[CH:17]=[C:16]([CH2:15][N:13]([S:10]([C:6]3[C:7]([CH3:9])=[CH:8][C:3]([O:2][CH3:1])=[CH:4][C:5]=3[CH3:25])(=[O:12])=[O:11])[CH3:14])[O:20][C:19]=2[CH3:21])=[O:24])=[CH:47][CH:48]=1. Procedure: 5-({[(4-methoxy-2,6-dimethylphenyl)sulfonyl](methyl)amino}methyl)-2-methylfuran-3-carboxylic acid (82 mg, 0.22 mmol) was dissolved in DCE (1 mL) and CDI (72 mg, 0.33 mmol) was added. The reaction was stirred at ambient temperature for 2 h and 0.5 mL of this solution was added to a flask containing 1-[4-(4,5-dihydro-1H-imidazol-2-yl)phenyl]-N-methylmethanamine.3 HCl (31 mg, 0.11 mmol) and DIPEA (0.076 mL, 0.44 mmol) in DMF (2 mL). The reaction was stirred at ambient temperature for 3 days, then h... Reactants: C=C1CC(NC(=O)OC(C)(C)C)C(C(=O)Nc2ccc(Cl)cc2)C1, ClCCl, O=C(O)C(F)(F)F. The product is C=C1CC(N)C(C(=O)Nc2ccc(Cl)cc2)C1. RXN SMILES: [C:1]([O:2][C:3](=[O:4])[NH:7][CH:8]1[CH:9]([C:14]([NH:15][c:16]2[cH:17][cH:18][c:19]([Cl:22])[cH:20][cH:21]2)=[O:23])[CH2:10][C:11](=[CH2:13])[CH2:12]1)([CH3:5])([CH3:6])[CH3:24].[Cl:25][CH2:26][Cl:27].[OH:28][C:29]([C:30]([F:31])([F:32])[F:33])=[O:34]>>[NH2:7][CH:8]1[CH:9]([C:14]([NH:15][c:16]2[cH:17][cH:18][c:19]([Cl:22])[cH:20][cH:21]2)=[O:23])[CH2:10][C:11](=[CH2:13])[CH2:12]1. The reactants are C1(CCCCC1)NC(=O)NC1CCCCC1 (N,N'-dicyclohexylurea), C(=O)(OCC1=CC=CC=C1)N1[C@H](C(=O)NC=2C=C(C(C(=O)O)=CC2)NC(C(F)(F)F)=O)CCC1 (4-(N-carbobenzoxy-L-prolyl)amino-N-trifluoroacetyl-anthranilic acid), resultant mixture, C1(CCCCC1)N=C=NC1CCCCC1 (N,N'-dicyclohexylcarbodiimide). Yields the product C(=O)(OCC1=CC=CC=C1)N1[C@H](C(=O)NC2=CC3=C(C(OC(=N3)C(F)(F)F)=O)C=C2)CCC1 (7-(N-carbobenzoxy-L-prolyl)amino-2-trifluoromethyl-4H-3,1-benzoxazin-4-one). RXN SMILES: [C:1]([N:11]1[CH2:34][CH2:33][CH2:32][C@H:12]1[C:13]([NH:15][C:16]1[CH:17]=[C:18]([NH:25][C:26](=[O:31])[C:27]([F:30])([F:29])[F:28])[C:19](=[CH:23][CH:24]=1)[C:20]([OH:22])=O)=[O:14])([O:3][CH2:4][C:5]1[CH:10]=[CH:9][CH:8]=[CH:7][CH:6]=1)=[O:2].C1(N=C=NC2CCCCC2)CCCCC1.C1(NC(NC2CCCCC2)=O)CCCCC1>C(OCC)(=O)C>[C:1]([N:11]1[CH2:34][CH2:33][CH2:32][C@H:12]1[C:13]([NH:15][C:16]1[CH:24]=[CH:23][C:19]2[C:20](=[O:22])[O:31][C:26]([C:27]([F:30])([F:28])[F:29])=[N:25][C:18]=2[CH:17]=1)=[O:14])([O:3][CH2:4][C:5]1[CH:6]=[CH:7][CH:8]=[CH:9][CH:10]=1)=[O:2]. Run at temperature 0 celsius. Reported procedure: A solution was prepared by dissolving 100 mg of 4-(N-carbobenzoxy-L-prolyl)amino-N-trifluoroacetyl-anthranilic acid in 1 ml of dry ethyl acetate and cooled to a temperature of 0° C. The solution was mixed with 49 mg of N,N'-dicyclohexylcarbodiimide and the resultant mixture was stirred at a temperature of 4° C. for 18 hours. The resultant deposit consisting of N,N'-dicyclohexylurea and separated from the mixture was removed by filtration. The solvent is C(C)(=O)OCC (ethyl acetate). Reactants: COC=1C=C2C=CNC2=CC1 (5-methoxy-1H-indole), monohydrate, Cl.N1CCC(CC1)=O (4-piperidone hydrochloride), [OH-].[K+] (potassium hydroxide). Solvent: O (water). Reaction conditions: temperature 10 celsius. The product is COC=1C=C2C(=CNC2=CC1)C=1CCNCC1 (5-methoxy-3-(1,2,3,6-tetrahydropyridin-4-yl)-1H-indole). RXN SMILES: [CH3:1][O:2][C:3]1[CH:4]=[C:5]2[C:9](=[CH:10][CH:11]=1)[NH:8][CH:7]=[CH:6]2.Cl.[NH:13]1[CH2:18][CH2:17][C:16](=O)[CH2:15][CH2:14]1.[OH-].[K+]>O>[CH3:1][O:2][C:3]1[CH:4]=[C:5]2[C:9](=[CH:10][CH:11]=1)[NH:8][CH:7]=[C:6]2[C:16]1[CH2:17][CH2:18][NH:13][CH2:14][CH:15]=1 |f:1.2,3.4|. Reported procedure: A mixture of 14.7 g of 5-methoxy-1H-indole, 30.7 g of the monohydrate of 4-piperidone hydrochloride and 150 ml of 2 N methanolic potassium hydroxide solution was refluxed under an inert atmosphere for 81/2 hours and was then cooled. 300 ml of water were added to the mixture which caused crystallization and the mixture was cooled to 10° C. and filtered. The recovered product was empasted 3 times with water, twice with ethanol and twice with ether. The product was dried at 20° C. under reduced pre... Reactants: C(C)(O)=O, c1c(nn2c1c(nc(c2)c1cnn(c1)C)O)C(=O)O. Reagents/catalysts: c1ccc(cc1)-c2c3ccccc3cc4ccccc24 (9-Phenylanthracene). Solvent: C(=O)(C(F)(F)F)O (Trifluoroacetic acid). Run at temperature 150 celsius, time 18 hour. Yields the product Cn1cc(cn1)c2cn3nccc3c(O)n2. Reaction SMILES: [CH3:1][n:2]1[n:6][cH:5][c:4]([c:7]2[n:16][c:14]([OH:15])[c:13]([n:9]3[cH:8]2)[cH:12][c:11](C(O)=O)[n:10]3)[cH:3]1>>[CH3:1][n:2]1[n:6][cH:5][c:4]([c:7]2[n:16][c:14]([OH:15])[c:13]([n:9]3[cH:8]2)[cH:12][cH:11][n:10]3)[cH:3]1.